Dataset: the Open Reaction Database (ORD), a public repository of structured organic reaction records. Task: describe an organic reaction: reactants, conditions, products, and yield The reactants are CN(C)CC(Cc1ccc(C=CC(=O)O)cc1)O[Si](C)(C)C(C)(C)C, CO, [Na+], [OH-]. Yields the product CN(C)CC(=Cc1ccc(C=CC(=O)O)cc1)O[Si](C)(C)C(C)(C)C. Reaction SMILES: [C:1]([CH3:2])([CH3:3])([CH3:4])[Si:5]([O:6][CH:7]([CH2:8][c:9]1[cH:10][cH:11][c:12]([CH:15]=[CH:16][C:17](=[O:18])[OH:19])[cH:13][cH:14]1)[CH2:20][N:21]([CH3:22])[CH3:23])([CH3:24])[CH3:25].[CH3:28][OH:29].[Na+:27].[OH-:26]>>[C:1]([CH3:2])([CH3:3])([CH3:4])[Si:5]([O:6][C:7](=[CH:8][c:9]1[cH:10][cH:11][c:12]([CH:15]=[CH:16][C:17](=[O:18])[OH:19])[cH:13][cH:14]1)[CH2:20][N:21]([CH3:22])[CH3:23])([CH3:24])[CH3:25]. Yield: 86.3%. Procedure details: A mixture of sodium carbonate decahydrate (86.0 g), tetrakis(triphenylphosphine)palladium(0) (7.76 g), (4-((tert-butyldimethylsilyl)oxy)phenyl)boronic acid (40 g) and 3-bromopyridin-2-amine (26.9 g) in DME (500 mL) and water (50 mL) was stirred at 90° C. for 24 hr. After cooling to room temperature, the aqueous layer was removed. The organic layer was filtered with NH-silica gel cartridge, and washed with EtOAc. The filtrate was concentrated in vacuo. The residue was recrystallized from EtOAc—IP... Run at temperature 90 celsius, time 24 hour. The product is NC1=NC=CC=C1C1=CC=C(C=C1)O (4-(2-aminopyridin-3-yl)phenol). Run in COCCOC (DME), O (water). Reagents/catalysts: C=1C=CC(=CC1)[P](C=2C=CC=CC2)(C=3C=CC=CC3)[Pd]([P](C=4C=CC=CC4)(C=5C=CC=CC5)C=6C=CC=CC6)([P](C=7C=CC=CC7)(C=8C=CC=CC8)C=9C=CC=CC9)[P](C=1C=CC=CC1)(C=1C=CC=CC1)C=1C=CC=CC1 (tetrakis(triphenylphosphine)palladium(0)). The reactants are O.O.O.O.O.O.O.O.O.O.C([O-])([O-])=O.[Na+].[Na+] (sodium carbonate decahydrate), [Si](C)(C)(C(C)(C)C)OC1=CC=C(C=C1)B(O)O ((4-((tert-butyldimethylsilyl)oxy)phenyl)boronic acid), BrC=1C(=NC=CC1)N (3-bromopyridin-2-amine). Reaction SMILES: O.O.O.O.O.O.O.O.O.O.C(=O)([O-])[O-].[Na+].[Na+].[Si]([O:24][C:25]1[CH:30]=[CH:29][C:28](B(O)O)=[CH:27][CH:26]=1)(C(C)(C)C)(C)C.Br[C:35]1[C:36]([NH2:41])=[N:37][CH:38]=[CH:39][CH:40]=1>COCCOC.O.C1C=CC([P]([Pd]([P](C2C=CC=CC=2)(C2C=CC=CC=2)C2C=CC=CC=2)([P](C2C=CC=CC=2)(C2C=CC=CC=2)C2C=CC=CC=2)[P](C2C=CC=CC=2)(C2C=CC=CC=2)C2C=CC=CC=2)(C2C=CC=CC=2)C2C=CC=CC=2)=CC=1>[NH2:41][C:36]1[C:35]([C:28]2[CH:27]=[CH:26][C:25]([OH:24])=[CH:30][CH:29]=2)=[CH:40][CH:39]=[CH:38][N:37]=1 |f:0.1.2.3.4.5.6.7.8.9.10.11.12,^1:52,54,73,92|.